Dataset: the Open Reaction Database (ORD), a public repository of structured organic reaction records. Task: describe an organic reaction: reactants, conditions, products, and yield Reactants: C[Si](C)(C)C#CCBr, CCCCOCCOc1ccc(-c2ccc3c(c2)C=C(C(=O)OC)CCN3)cc1, C1CCOC1, [H-], [Na+], O. The product is CCCCOCCOc1ccc(-c2ccc3c(c2)C=C(C(=O)OC)CCN3CC#C[Si](C)(C)C)cc1. RXN SMILES: [Br:32][CH2:33][C:34]#[C:35][Si:36]([CH3:37])([CH3:38])[CH3:39].[CH2:1]([CH2:2][CH2:3][CH3:4])[O:5][CH2:6][CH2:7][O:8][c:9]1[cH:10][cH:11][c:12](-[c:15]2[cH:16][cH:17][c:18]3[c:19]([cH:29]2)[CH:20]=[C:21]([C:25](=[O:26])[O:27][CH3:28])[CH2:22][CH2:23][NH:24]3)[cH:13][cH:14]1.[CH2:41]1[O:42][CH2:43][CH2:44][CH2:45]1.[H-:30].[Na+:31].[OH2:40]>>[CH2:1]([CH2:2][CH2:3][CH3:4])[O:5][CH2:6][CH2:7][O:8][c:9]1[cH:10][cH:11][c:12](-[c:15]2[cH:16][cH:17][c:18]3[c:19]([cH:29]2)[CH:20]=[C:21]([C:25](=[O:26])[O:27][CH3:28])[CH2:22][CH2:23][N:24]3[CH2:33][C:34]#[C:35][Si:36]([CH3:37])([CH3:38])[CH3:39])[cH:13][cH:14]1.